This data is from the Open Reaction Database (ORD), a public repository of structured organic reaction records. The task is: describe an organic reaction: reactants, conditions, products, and yield The reactants are CC1(CC(=CC=C1)C(CC(C=C)C)=O)C (1-(3,3-Dimethyl-cyclohexa-4,6-dien-1-yl)-3-methyl-pent-4-en-1-one), CC1(C=C(C=CC1)C(CC(C=C)C)=O)C (1-(3,3-dimethyl-cyclohexa-1,5-dien-1-yl)-3-methyl-pent-4-en-1-one). Yields the product CC1(CC(=CCC1)C1(CCC=C)OCCO1)C (1-(3,3-dimethyl-cyclohex-6-en-1-yl)-1,1-ethylenedioxy-pent-4-ene). Reaction SMILES: [CH3:1][C:2]1([CH3:15])[CH:7]=[CH:6][CH:5]=[C:4]([C:8](=[O:14])[CH2:9][CH:10](C)[CH:11]=[CH2:12])[CH2:3]1.CC1(C)CC=C[C:19]([C:23](=[O:29])CC(C)C=C)=C1>>[CH3:15][C:2]1([CH3:1])[CH2:7][CH2:6][CH:5]=[C:4]([C:8]2([O:14][CH2:19][CH2:23][O:29]2)[CH2:9][CH2:10][CH:11]=[CH2:12])[CH2:3]1. Procedure details: ##STR8## 1-(3,3-Dimethyl-cyclohexa-4,6-dien-1-yl)-3-methyl-pent-4-en-1-one and 1-(3,3-dimethyl-cyclohexa-1,5-dien-1-yl)-3-methyl-pent-4-en-1-one were thus prepared. As a reaction SMILES: [CH3:1][C:2]1[C:3](=[O:28])[O:4][CH:5]([CH2:7][O:8][C:9]([C:22]2[CH:27]=[CH:26][CH:25]=[CH:24][CH:23]=2)([C:16]2[CH:21]=[CH:20][CH:19]=[CH:18][CH:17]=2)[C:10]2[CH:15]=[CH:14][CH:13]=[CH:12][CH:11]=2)[CH:6]=1.CC(C[AlH]CC(C)C)C>C1(C)C=CC=CC=1>[CH3:1][C:2]1[CH:3]([OH:28])[O:4][CH:5]([CH2:7][O:8][C:9]([C:22]2[CH:27]=[CH:26][CH:25]=[CH:24][CH:23]=2)([C:10]2[CH:11]=[CH:12][CH:13]=[CH:14][CH:15]=2)[C:16]2[CH:21]=[CH:20][CH:19]=[CH:18][CH:17]=2)[CH:6]=1. Reactants: CC=1C(OC(C1)COC(C1=CC=CC=C1)(C1=CC=CC=C1)C1=CC=CC=C1)=O (3-methyl-5-trityloxymethyl-5H-furan-2-one), CC(C)C[AlH]CC(C)C (DiBAL), Carbohydrate. Conditions: temperature -78 celsius, time 2 hour. Isolated yield 88.0%. Procedure: To a solution of 3-methyl-5-trityloxymethyl-5H-furan-2-one (1.85 g, 5 mmol, prepared by the method of Lopez-Herrera et. al., J. Carbohydrate Chem. 1994, 13, 767) in toluene (25 mL) under N2 atmosphere at −78° C. was added dropwise with stirring DiBAL (10 mL, 10 mmol, 1M solution in toluene). The addition rate was maintained to keep the temperature of the reaction below −70° C. The reaction was stirred at −78° C. for 2 h and quenched with ethyl acetate (4 mL) at that temperature. The reaction mix... Run in C1(=CC=CC=C1)C (toluene). Product: CC=1C(OC(C1)COC(C1=CC=CC=C1)(C1=CC=CC=C1)C1=CC=CC=C1)O (3-methyl-5-trityloxymethyl-2,5-dihydro-furan-2-ol). Starting materials: BrC=1C=NC2=CC=C(C=C2C1)CO ((3-Bromo-quinolin-6-yl)-methanol), C1(C=2C(C(N1)=O)=CC=CC2)=O (phthalimide), C1(=CC=CC=C1)P(C1=CC=CC=C1)C1=CC=CC=C1 (triphenyl phosphine), CC(C)OC(=O)/N=N/C(=O)OC(C)C (DIAD). The solvent is C1CCOC1 (THF), CCOC(=O)C (EtOAc). Conditions: time 30 minute. The product is BrC=1C=NC2=CC=C(C=C2C1)CN1C(C2=CC=CC=C2C1=O)=O (2-(3-Bromo-quinolin-6-ylmethyl)-isoindole-1,3-dione). RXN SMILES: [C:1]1(=[O:11])[NH:5][C:4](=[O:6])[C:3]2=[CH:7][CH:8]=[CH:9][CH:10]=[C:2]12.C1(P(C2C=CC=CC=2)C2C=CC=CC=2)C=CC=CC=1.CC(OC(/N=N/C(OC(C)C)=O)=O)C.[Br:45][C:46]1[CH:47]=[N:48][C:49]2[C:54]([CH:55]=1)=[CH:53][C:52]([CH2:56]O)=[CH:51][CH:50]=2>C1COCC1.CCOC(C)=O>[Br:45][C:46]1[CH:47]=[N:48][C:49]2[C:54]([CH:55]=1)=[CH:53][C:52]([CH2:56][N:5]1[C:1](=[O:11])[C:2]3[C:3](=[CH:7][CH:8]=[CH:9][CH:10]=3)[C:4]1=[O:6])=[CH:51][CH:50]=2. Procedure details: To a solution of phthalimide (281 mg, 1.9 mmol), triphenyl phosphine (500 mg, 1.9 mmol) in 10 mL of THF was added DIAD (386 mg, 1.9 mmol) dropwise at 0° C. and the mixture was stirred at this temperature for 10 min. (3-Bromo-quinolin-6-yl)-methanol (413 mg, 1.7 mmol) was added to the above solution in one portion and the resulting solution was stirred at rt for 30 min, then heated at 40° C. for 5 h. After cooling, the reaction mixture was taken up with EtOAc, washed with water, extracted with Et... Starting materials: O.C(CC(O)(C(=O)O)CC(=O)O)(=O)O (citric acid monohydrate), FC1=C(C(=C(C#N)C=C1)Cl)CC (4-Fluoro-2-chloro-3-ethyl benzonitrile), N[C@H]([C@@H](O)C)C(=O)O (D-threonine), C([O-])([O-])=O.[K+].[K+] (potassium carbonate). Run in CS(=O)C (DMSO), O (water). Run at time 10 minute. Yields the product ClC=1C(=C(C=CC1C#N)N[C@@H](C(=O)O)[C@H](C)O)CC ((2R,3S)-2-(3-chloro-4-cyano-2-ethylphenylamino)-3-hydroxybutanoic acid). Isolated yield 467.3%. As a reaction SMILES: F[C:2]1[CH:9]=[CH:8][C:5]([C:6]#[N:7])=[C:4]([Cl:10])[C:3]=1[CH2:11][CH3:12].[NH2:13][C@@H:14]([C:18]([OH:20])=[O:19])[C@H:15]([CH3:17])[OH:16].C(=O)([O-])[O-].[K+].[K+].O.C(O)(=O)CC(CC(O)=O)(C(O)=O)O>O.CS(C)=O>[Cl:10][C:4]1[C:3]([CH2:11][CH3:12])=[C:2]([NH:13][C@H:14]([C@@H:15]([OH:16])[CH3:17])[C:18]([OH:20])=[O:19])[CH:9]=[CH:8][C:5]=1[C:6]#[N:7] |f:2.3.4,5.6|. Procedure: 4-Fluoro-2-chloro-3-ethyl benzonitrile (1.0 g, 5.45 mmol), D-threonine (779 mg, 6.54 mmol), potassium carbonate (1.51 g, 10.9 mmol) and DMSO (6 mL) were heated at 85° C. for 17.5 h. The reaction mixture was allowed to cool to room temperature whereupon water (20 mL) was added followed by citric acid monohydrate (2 g). After stirring for 10 min the mixture was partitioned between EtOAc (40 mL) and water. The organic phase was then washed with water (15 mL), brine (15 mL), dried (Na2SO4) and conce... Starting materials: OCC=C(C)CCC=C(C)CCC=C(C)C (farnesol), O (water), C(C)OP(=O)(OCC)C(C#N)C(C)C (2-(diethylphosphono)isovaleronitrile), solution, C[Si](C)(C)[N-][Si](C)(C)C.[K+] (potassium bis(trimethylsilyl)amide). The solvent is C1(=CC=CC=C1)C (toluene), C1(=CC=CC=C1)C (toluene). Conditions: temperature -70 celsius. Yields the product CC(C)C(C#N)=CC=C(CCC=C(CCC=C(C)C)C)C (2 -(1-methylethyl)-5,9,13-trimethyl-2,4,8,12-tetradecatetraenenitrile). The yield is 94.9%. As a reaction SMILES: C(OP([CH:9]([CH:12]([CH3:14])[CH3:13])[C:10]#[N:11])(OCC)=O)C.C[Si]([N-][Si](C)(C)C)(C)C.[K+].O[CH2:26][CH:27]=[C:28]([CH2:30][CH2:31][CH:32]=[C:33]([CH2:35][CH2:36][CH:37]=[C:38]([CH3:40])[CH3:39])[CH3:34])[CH3:29].O>C1(C)C=CC=CC=1>[CH3:14][CH:12]([C:9](=[CH:26][CH:27]=[C:28]([CH3:29])[CH2:30][CH2:31][CH:32]=[C:33]([CH3:34])[CH2:35][CH2:36][CH:37]=[C:38]([CH3:40])[CH3:39])[C:10]#[N:11])[CH3:13] |f:1.2|. Reported procedure: To a solution of 2-(diethylphosphono)isovaleronitrile (8.72 g, 40 mmol) in toluene (75 ml) was gradually added a 0.5 M solution of potassium bis(trimethylsilyl)amide in toluene (75 ml) with stirring at -70° C. under argon atmosphere. The cooling bath was removed, and the reaction mixture was stirred at room temperature for 30 minutes. The reaction mixture was cooled to -70° C. again, and farnesol (5.88 g, 26.7 mmol) was added thereto with stirring, and the mixture was allowed to warm to room tem...